This data is from the Open Reaction Database (ORD), a public repository of structured organic reaction records. The task is: describe an organic reaction: reactants, conditions, products, and yield Reactants: C1(=CC=CC=C1)SC (thioanisole), [Cl-].[Al+3].[Cl-].[Cl-] (aluminum chloride), ClCCl (dichloromethane), BrBr (bromine). Run in O (water). Conditions: temperature 5 celsius, time 4 hour. Yields the product BrC1=CC=C(C=C1)SC (4-bromothioanisole). As a reaction SMILES: [C:1]1([S:7][CH3:8])[CH:6]=[CH:5][CH:4]=[CH:3][CH:2]=1.[Cl-].[Al+3].[Cl-].[Cl-].ClCCl.[Br:16]Br>O>[Br:16][C:4]1[CH:5]=[CH:6][C:1]([S:7][CH3:8])=[CH:2][CH:3]=1 |f:1.2.3.4|. Procedure details: A one-liter four-necked flask equipped with a stirrer, thermometer, dropping funnel and Liebig condenser was charged with 124.2 g (1.00 mole) of thioanisole, and 0.13 g (0.001 mole) of aluminum chloride and 200 g of dichloromethane, and 160 g (1.0 mole) of bromine was added dropwise with stirring at 5° C. over 4 hours. Thereafter, the reaction was further allowed to proceed for 2 hours. After completion of the reaction, 50 g of water was added, and phase separation was effected, whereby a 4-brom... Starting materials: COC(=O)C=1N=C(N(C1C(=O)O)C)C (1,2-dimethyl-1H-imidazole-4,5-dicarboxylic acid 4-methyl ester), CN1C(=NC2=C1C=CC=C2)CCN (2-(1-methyl-1H-benzo[d]imidazol-2-yl)ethanamine), red gum. Yields the product COC(=O)C=1N=C(N(C1C(NCCC1=NC2=C(N1C)C=CC=C2)=O)C)C (1,2-Dimethyl-5-(2-(1-methyl-1H-benzo[d]imidazol-2-yl)ethylcarbamoyl)-1H-imidazole-4-carboxylic acid methyl ester). RXN SMILES: [CH3:1][O:2][C:3]([C:5]1[N:6]=[C:7]([CH3:14])[N:8]([CH3:13])[C:9]=1[C:10]([OH:12])=O)=[O:4].[CH3:15][N:16]1[C:20]2[CH:21]=[CH:22][CH:23]=[CH:24][C:19]=2[N:18]=[C:17]1[CH2:25][CH2:26][NH2:27]>>[CH3:1][O:2][C:3]([C:5]1[N:6]=[C:7]([CH3:14])[N:8]([CH3:13])[C:9]=1[C:10](=[O:12])[NH:27][CH2:26][CH2:25][C:17]1[N:16]([CH3:15])[C:20]2[CH:21]=[CH:22][CH:23]=[CH:24][C:19]=2[N:18]=1)=[O:4]. Procedure details: The product was obtained starting from 1,2-dimethyl-1H-imidazole-4,5-dicarboxylic acid 4-methyl ester (200 mg, 1.01 mmol) and 2-(1-methyl-1H-benzo[d]imidazol-2-yl)ethanamine (195 mg, 1.11 mmol) according to the method described in example 7, step 5 after aqueous work-up and purification by flash chromatography (using silica gel amine phase and a MeOH/ethyl acetate gradient) as light red gum (98 mg, 276 μmol, 27.3%). MS: M=356.1 (M+H)+